From a dataset of the Open Reaction Database (ORD), a public repository of structured organic reaction records. describe an organic reaction: reactants, conditions, products, and yield Reactants: CCOC(=O)c1cnn(CCOCCOC)c1Cl, CO, [Li+], [OH-], O. Product: COCCOCCn1ncc(C(=O)O)c1Cl. Reaction SMILES: [CH2:1]([CH3:2])[O:3][C:4](=[O:5])[c:6]1[cH:7][n:8][n:9]([CH2:12][CH2:13][O:14][CH2:15][CH2:16][O:17][CH3:18])[c:10]1[Cl:11].[CH3:21][OH:22].[Li+:19].[OH-:20].[OH2:23]>>[O:3]=[C:4]([OH:5])[c:6]1[cH:7][n:8][n:9]([CH2:12][CH2:13][O:14][CH2:15][CH2:16][O:17][CH3:18])[c:10]1[Cl:11]. The reactants are CCOC(=O)CCc1c(C)cc(Cl)c2c1C(=O)CCC2, ClCCl, Cl, O=S(=O)(Cl)Cl. The product is CCOC(=O)CCc1c(C)cc(Cl)c2c1C(=O)C(Cl)CC2. As a reaction SMILES: [Cl:1][c:2]1[cH:3][c:4]([CH3:20])[c:5]([CH2:13][CH2:14][C:15](=[O:16])[O:17][CH2:18][CH3:19])[c:6]2[c:11]1[CH2:10][CH2:9][CH2:8][C:7]2=[O:12].[Cl:27][CH2:28][Cl:29].[ClH:21].[S:22]([Cl:23])(=[O:24])([Cl:25])=[O:26]>>[Cl:1][c:2]1[cH:3][c:4]([CH3:20])[c:5]([CH2:13][CH2:14][C:15](=[O:16])[O:17][CH2:18][CH3:19])[c:6]2[c:11]1[CH2:10][CH2:9][CH:8]([Cl:25])[C:7]2=[O:12]. The reactants are Cl.C(#N)C=1C=C(C=CC1)[C@@H]([C@H](C)N)CC1=CC=C(C=C1)O (N-(1S, 2S)-[2-(3-Cyanophenyl)-3-(4-hydroxyphenyl)-1-methylpropyl]amine hydrochloride), CC(C(=O)O)(C)OC1=NC=C(C=C1)C (2-Methyl-2-(5-methyl-2-pyridyloxy)propionic acid), Cl.C(C)N=C=NCCCN(C)C (1-ethyl-3-(3-dimethylaminopropyl)-carbodiimide hydrochloride), N1=CC=CC=C1 (pyridine). The solvent is C(C)#N (acetonitrile). Product: C(#N)C=1C=C(C=CC1)C(C(C)NC(C(C)(C)OC1=NC=C(C=C1)C)=O)CC1=CC=C(C=C1)O (N-[2-(3-Cyano-phenyl)-3-(4-hydroxyphenyl)-1-methylpropyl]-2-(5-methyl-2-pyridyloxy)-2-methylpropanamide). As a reaction SMILES: Cl.[C:2]([C:4]1[CH:5]=[C:6]([C@H:10]([CH2:14][C:15]2[CH:20]=[CH:19][C:18]([OH:21])=[CH:17][CH:16]=2)[C@@H:11]([NH2:13])[CH3:12])[CH:7]=[CH:8][CH:9]=1)#[N:3].[CH3:22][C:23]([O:28][C:29]1[CH:34]=[CH:33][C:32]([CH3:35])=[CH:31][N:30]=1)([CH3:27])[C:24](O)=[O:25].Cl.C(N=C=NCCCN(C)C)C.N1C=CC=CC=1>C(#N)C>[C:2]([C:4]1[CH:5]=[C:6]([CH:10]([CH2:14][C:15]2[CH:16]=[CH:17][C:18]([OH:21])=[CH:19][CH:20]=2)[CH:11]([NH:13][C:24](=[O:25])[C:23]([O:28][C:29]2[CH:34]=[CH:33][C:32]([CH3:35])=[CH:31][N:30]=2)([CH3:27])[CH3:22])[CH3:12])[CH:7]=[CH:8][CH:9]=1)#[N:3] |f:0.1,3.4|. Reported procedure: To a solution of N-(1S, 2S)-[2-(3-cyanophenyl)-3-(4-hydroxyphenyl)-1-methylpropyl]amine hydrochloride (Reference Example 8, 0.17 g, 0.49 mmol), 2-methyl-2-(5-methyl-2-pyridyloxy)propionic acid (Reference Example 12, 96 mg, 0.49 mmol) and 1-ethyl-3-(3-dimethylaminopropyl)-carbodiimide hydrochloride (0.11 g, 0.59 mmol) in acetonitrile (2 mL) at 0° C. was added pyridine (91 uL, 1.1 mmol). The reaction was allowed to warm up to room temperature overnight, and was quenched with saturated with sodium ... Reactants: BrC1=CC=C(C=C1)C1=C(C(=NO1)C)C=O (5-(4-Bromo-phenyl)-3-methyl-isoxazole-4-carbaldehyde), FC(C=1C=C(CC=2OC=NN2)C=CC1)(F)F (2-(3-trifluoromethyl-benzyl)-[1,3,4]oxadiazole). The product is BrC1=CC=C(C=C1)C1=C(C(=NO1)C)C(O)C=1OC(=NN1)CC1=CC(=CC=C1)C(F)(F)F ([5-(4-Bromo-phenyl)-3-methyl-isoxazol-4-yl]-[5-(3-trifluoromethyl-benzyl)-[1,3,4]oxadiazol-2-yl]-methanol). As a reaction SMILES: [Br:1][C:2]1[CH:7]=[CH:6][C:5]([C:8]2[O:12][N:11]=[C:10]([CH3:13])[C:9]=2[CH:14]=[O:15])=[CH:4][CH:3]=1.[F:16][C:17]([F:31])([F:30])[C:18]1[CH:19]=[C:20]([CH:27]=[CH:28][CH:29]=1)[CH2:21][C:22]1[O:23][CH:24]=[N:25][N:26]=1>>[Br:1][C:2]1[CH:3]=[CH:4][C:5]([C:8]2[O:12][N:11]=[C:10]([CH3:13])[C:9]=2[CH:14]([C:24]2[O:23][C:22]([CH2:21][C:20]3[CH:27]=[CH:28][CH:29]=[C:18]([C:17]([F:30])([F:31])[F:16])[CH:19]=3)=[N:26][N:25]=2)[OH:15])=[CH:6][CH:7]=1. Procedure details: Prepared according to the procedure described in Example 30, Step 1, using 5-(4-Bromo-phenyl)-3-methyl-isoxazole-4-carbaldehyde and 2-(3-trifluoromethyl-benzyl)-[1,3,4]oxadiazole. Starting materials: C(C)(C)(C)C1=CC=C(C=C1)S(=O)(=O)Cl (4-tert.butyl-benzenesulphonyl chloride), NC=1C=C(C(=O)OC)C=C(C1OC1=CC(=CC=C1)OC)OCCOC1OCCCC1 (methyl 3-amino-4-(3-methoxy-phenoxy)-5-[2-(tetrahydro-pyran-2-yloxy)-ethoxy]-benzoate), ice. The solvent is C1(=CC=CC=C1)C (toluene), N1=CC=CC=C1 (pyridine). Run at time 24 hour. The product is C(C)(C)(C)C1=CC=C(C=C1)S(=O)(=O)NC=1C=C(C(=O)OC)C=C(C1OC1=CC(=CC=C1)OC)OCCOC1OCCCC1 (methyl 3-(4-tert-butyl-benzenesulphonylamino)-4-(3-methoxy-phenoxy)-5-[2-(tetrahydro-pyran-2-yloxy)-ethoxy]-benzoate). RXN SMILES: [NH2:1][C:2]1[CH:3]=[C:4]([CH:9]=[C:10]([O:21][CH2:22][CH2:23][O:24][CH:25]2[CH2:30][CH2:29][CH2:28][CH2:27][O:26]2)[C:11]=1[O:12][C:13]1[CH:18]=[CH:17][CH:16]=[C:15]([O:19][CH3:20])[CH:14]=1)[C:5]([O:7][CH3:8])=[O:6].[C:31]([C:35]1[CH:40]=[CH:39][C:38]([S:41](Cl)(=[O:43])=[O:42])=[CH:37][CH:36]=1)([CH3:34])([CH3:33])[CH3:32]>N1C=CC=CC=1.C1(C)C=CC=CC=1>[C:31]([C:35]1[CH:40]=[CH:39][C:38]([S:41]([NH:1][C:2]2[CH:3]=[C:4]([CH:9]=[C:10]([O:21][CH2:22][CH2:23][O:24][CH:25]3[CH2:30][CH2:29][CH2:28][CH2:27][O:26]3)[C:11]=2[O:12][C:13]2[CH:18]=[CH:17][CH:16]=[C:15]([O:19][CH3:20])[CH:14]=2)[C:5]([O:7][CH3:8])=[O:6])(=[O:43])=[O:42])=[CH:37][CH:36]=1)([CH3:34])([CH3:32])[CH3:33]. Reported procedure: 0.35 9 of methyl 3-amino-4-(3-methoxy-phenoxy)-5-[2-(tetrahydro-pyran-2-yloxy)-ethoxy]-benzoate was dissolved in pyridine (10 ml), treated dropwise while cooling with ice with a solution of 0.312 g of 4-tert.butyl-benzenesulphonyl chloride in toluene (3 ml) and subsequently stirred at RT for 24 hours. The reaction mixture was poured on to ice/3M HCl, the product was extracted with ethyl acetate, the organic phase was washed with 2M KHCO3 solution and dried over magnesium sulphate. After removing... Starting materials: FC(F)(F)c1ccc2c(Cl)ccnc2c1, Cl, Nc1ccccc1C(=O)O. The product is O=C(O)c1ccccc1Nc1ccnc2cc(C(F)(F)F)ccc12. As a reaction SMILES: [Cl:1][c:2]1[cH:3][cH:4][n:5][c:6]2[cH:7][c:8]([C:12]([F:13])([F:14])[F:15])[cH:9][cH:10][c:11]12.[ClH:26].[NH2:16][c:17]1[c:18]([C:19](=[O:20])[OH:21])[cH:22][cH:23][cH:24][cH:25]1>>[c:2]1([NH:16][c:17]2[c:18]([C:19](=[O:20])[OH:21])[cH:22][cH:23][cH:24][cH:25]2)[cH:3][cH:4][n:5][c:6]2[cH:7][c:8]([C:12]([F:13])([F:14])[F:15])[cH:9][cH:10][c:11]12. The reactants are C1(=CC=CC=C1)P(C1=CC=CC=C1)(C1=CC=CC=C1)=O (triphenylphosphine oxide), C([O-])(O)=O.[Na+] (sodium bicarbonate), BrC=1C=C2C(=NC1)NN=C2 (5-bromo-1H-pyrazolo[3,4-b]pyridine), N1(CCOCC1)C(=O)C=1C=C(C=CC1)B(O)O (3-(morpholin-4-carbonyl)phenylboronic acid), C([O-])(O)=O.[Na+] (sodium bicarbonate). Reagents/catalysts: C=1C=CC(=CC1)[P](C=2C=CC=CC2)(C=3C=CC=CC3)[Pd]([P](C=4C=CC=CC4)(C=5C=CC=CC5)C=6C=CC=CC6)([P](C=7C=CC=CC7)(C=8C=CC=CC8)C=9C=CC=CC9)[P](C=1C=CC=CC1)(C=1C=CC=CC1)C=1C=CC=CC1 (tetrakis(triphenylphosphine)palladium(0)). Run in ClCCl (dichloromethane), C(OC)COC (dimethoxyethane). Yields the product N1(CCOCC1)C(=O)C1=CC(=CC=C1)C=1C=C2C(=NC1)NN=C2 (morpholin-4-yl-[3-(1H-pyrazolo[3,4-b]pyridin-5-yl)-phenyl]-methanone). The yield is 98.5%. As a reaction SMILES: Br[C:2]1[CH:3]=[C:4]2[CH:10]=[N:9][NH:8][C:5]2=[N:6][CH:7]=1.[N:11]1([C:17]([C:19]2[CH:20]=[C:21](B(O)O)[CH:22]=[CH:23][CH:24]=2)=[O:18])[CH2:16][CH2:15][O:14][CH2:13][CH2:12]1.C(=O)(O)[O-].[Na+].C1(P(=O)(C2C=CC=CC=2)C2C=CC=CC=2)C=CC=CC=1>C(COC)OC.C1C=CC([P]([Pd]([P](C2C=CC=CC=2)(C2C=CC=CC=2)C2C=CC=CC=2)([P](C2C=CC=CC=2)(C2C=CC=CC=2)C2C=CC=CC=2)[P](C2C=CC=CC=2)(C2C=CC=CC=2)C2C=CC=CC=2)(C2C=CC=CC=2)C2C=CC=CC=2)=CC=1.ClCCl>[N:11]1([C:17]([C:19]2[CH:24]=[CH:23][CH:22]=[C:21]([C:2]3[CH:3]=[C:4]4[CH:10]=[N:9][NH:8][C:5]4=[N:6][CH:7]=3)[CH:20]=2)=[O:18])[CH2:16][CH2:15][O:14][CH2:13][CH2:12]1 |f:2.3,^1:62,64,83,102|. Procedure details: A mixture of 5-bromo-1H-pyrazolo[3,4-b]pyridine (1.50 g, 7.57 mmol), 3-(morpholin-4-carbonyl)phenylboronic acid (2.136 g, 9.09 mmol) and tetrakis(triphenylphosphine)palladium(0) (435 mL, 0.376 mmol) in dimethoxyethane (8 mL) and saturated aqueous solution of sodium bicarbonate (8 mL) was irradiated in a Personal Chemistry Optimizer at 175° C. for 60 min. The crude reaction mixture was distributed between dichloromethane and a saturated aqueous solution of sodium bicarbonate. The aqueous phase wa... Reactants: [BH4-], N#Cc1cc(Br)ccn1, COCCC[Mg+], CCOC(C)=O, CO, [Cl-], [Na+], [Na+], C1CCOC1, [OH-]. The product is COCCCC(N)c1cc(Br)ccn1. Reaction SMILES: [BH4-:17].[Br:1][c:2]1[cH:3][c:4]([C:8]#[N:9])[n:5][cH:6][cH:7]1.[CH3:11][O:12][CH2:13][CH2:14][CH2:15][Mg+:16].[CH3:26][CH2:27][O:28][C:29](=[O:30])[CH3:31].[CH3:32][OH:33].[Cl-:10].[Na+:18].[Na+:20].[O:21]1[CH2:22][CH2:23][CH2:24][CH2:25]1.[OH-:19]>>[Br:1][c:2]1[cH:3][c:4]([CH:8]([NH2:9])[CH2:15][CH2:14][CH2:13][O:12][CH3:11])[n:5][cH:6][cH:7]1. Starting materials: C(C)N(CC)CCS (N,N-diethylaminoethylmercaptan), C(=O)N1CCC(CC1)C(C)Br (N-Formyl-4-(1'-bromoethyl)-piperidine). Run in CO (methanol), [OH-].[K+] (potassium hydroxide), CO (methanol). Conditions: temperature 40 celsius. Product: C(=O)N1CCC(CC1)C(C)SCCN(CC)CC (N-Formyl-4-(1'-(2"-diethylaminoethylthio)ethyl)piperidine). RXN SMILES: [CH2:1]([N:3]([CH2:6][CH2:7][SH:8])[CH2:4][CH3:5])[CH3:2].[CH:9]([N:11]1[CH2:16][CH2:15][CH:14]([CH:17](Br)[CH3:18])[CH2:13][CH2:12]1)=[O:10]>CO.[OH-].[K+]>[CH:9]([N:11]1[CH2:16][CH2:15][CH:14]([CH:17]([S:8][CH2:7][CH2:6][N:3]([CH2:4][CH3:5])[CH2:1][CH3:2])[CH3:18])[CH2:13][CH2:12]1)=[O:10] |f:3.4|. Procedure details: To a solution of N,N-diethylaminoethylmercaptan (4 g, 0.03 mole) in methanol (10 ml), 5 N potassium hydroxide in methanol (5 ml) was added, followed by (B) (5.5 g, 0.025 mole). The mixture was heated to 40° C. for 20 hours. After removal of the solvent in vacuo, the residue was diluted with ether (50 ml) and filtered. The filtrate was washed with two 5 ml portions of 2 N sodium hydroxide followed by water and dried. The solvent was stripped in vacuo, and the residue was chromatographed on "Flori... Reactants: C(C)O (ethanol), C(=C)C=1C=C(NC1)C(=O)OC (methyl 4-ethenyl-1H-pyrrole-2-carboxylate). The reagents and catalysts are [Pd] (palladium on charcoal). The product is CCCC(C)C.C(C)(=O)OCC (iso-hexane ethyl acetate), C(C)C=1C=C(NC1)C(=O)OC (methyl 4-ethyl-1H-pyrrole-2-carboxylate). RXN SMILES: [CH:1]([C:3]1[CH:4]=[C:5]([C:8]([O:10][CH3:11])=[O:9])[NH:6][CH:7]=1)=[CH2:2].[CH2:12](O)C>[Pd]>[CH3:8][CH2:5][CH2:4][CH:3]([CH3:7])[CH3:1].[C:8]([O:10][CH2:11][CH3:12])(=[O:9])[CH3:5].[CH2:1]([C:3]1[CH:4]=[C:5]([C:8]([O:10][CH3:11])=[O:9])[NH:6][CH:7]=1)[CH3:2] |f:3.4|. Reported procedure: Charge to a 500 mL Parr bottle, a mixture of 5% palladium on charcoal (0.2 g) in ethanol (25 mL) and add methyl 4-ethenyl-1H-pyrrole-2-carboxylate (1.4 g, 9.3 mmoles). Hydrogenate at 206.8 kPa for 3 h to give complete conversion by LC-MS. Filter through celite and evaporate to give an oil. Pass through a silica gel pad with iso-hexane/ethyl acetate (100:0 to 75:25) to give the title compound as a pale yellow oil (1.12 g). 1H-NMR (CDCl3), δ: 8.87 (1H, br. s), 6.73-6.78 (2H, m), 3.83 (3H, s), 2.50...